Dataset: the Open Reaction Database (ORD), a public repository of structured organic reaction records. Task: describe an organic reaction: reactants, conditions, products, and yield Starting materials: three, C12C(CCCC1)O2 (cyclohexene oxide), C(C)(C)(CC(C)(C)C)N (t-octyl amine), CN(C)C1CCCCC1 (polycat-8), crude mixture. Reagents/catalysts: [Cl-].[Zn+2].[Cl-] (zinc chloride). The solvent is C(Cl)Cl (methylene chloride). Yields the product C(C)(C)(CC(C)(C)C)NC1C(CCCC1)O (N-t-octyl-N-2-hydroxycyclohexylamine). RXN SMILES: [CH:1]12[O:7][CH:2]1[CH2:3][CH2:4][CH2:5][CH2:6]2.[C:8]([NH2:16])([CH2:11][C:12]([CH3:15])([CH3:14])[CH3:13])([CH3:10])[CH3:9].CN(C1CCCCC1)C>C(Cl)Cl.[Cl-].[Zn+2].[Cl-]>[C:8]([NH:16][CH:2]1[CH2:3][CH2:4][CH2:5][CH2:6][CH:1]1[OH:7])([CH2:11][C:12]([CH3:15])([CH3:14])[CH3:13])([CH3:10])[CH3:9] |f:4.5.6|. Procedure: In a 1000 cc three neck flask was charged 86.6 gms (0.88 moles) of cyclohexene oxide, 114.0 gms (0.88 moles) of t-octyl amine, 5 grams of zinc chloride, and 2.2 gms of polycat-8 (Abbot Laboratories). The mixture was then heated at 95°-100° C. for about 10 hours. The crude mixture was stripped of low boilers and then was dissolved in methylene chloride and washed with ammonium hydroxide solution. The methylene chloride solution was dried over magnesium sulfate, filtered and stripped to give a liq... The reactants are NC1=CC(CC(C1)(C)C)=O (3-amino-5,5-dimethyl-2-cyclohexen-1-one), COC(C1=CC(=CC=C1)OC1=NC=CC=N1)OC (3-(2-pyrimidinyloxy)-benzaldehyde dimethyl acetal). Yields the product CC1(CC(C=2C(C=3C(CC(CC3NC2C1)(C)C)=O)C1=CC(=CC=C1)OC1=NC=CC=N1)=O)C (3,4,6,7,9,10-hexahydro-3,3,6,6-tetramethyl-9-[3-(2-pyrimidinyloxy)-phenyl]-1,8(2H,5H)-acridinedione). As a reaction SMILES: [NH2:1][C:2]1[CH2:7][C:6]([CH3:9])([CH3:8])[CH2:5][C:4](=[O:10])[CH:3]=1.CO[CH:13](OC)[C:14]1[CH:19]=[CH:18][CH:17]=[C:16]([O:20][C:21]2[N:26]=[CH:25][CH:24]=[CH:23][N:22]=2)[CH:15]=1>>[CH3:8][C:6]1([CH3:9])[CH2:7][C:2]2[NH:1][C:2]3[CH2:7][C:6]([CH3:9])([CH3:8])[CH2:5][C:4](=[O:10])[C:3]=3[CH:13]([C:14]3[CH:19]=[CH:18][CH:17]=[C:16]([O:20][C:21]4[N:22]=[CH:23][CH:24]=[CH:25][N:26]=4)[CH:15]=3)[C:3]=2[C:4](=[O:10])[CH2:5]1. Reported procedure: Reaction of 3-amino-5,5-dimethyl-2-cyclohexen-1-one with 3-(2-pyrimidinyloxy)-benzaldehyde dimethyl acetal in an analogous manner to that described in Example 1 gave 3,4,6,7,9,10-hexahydro-3,3,6,6-tetramethyl-9-[3-(2-pyrimidinyloxy)-phenyl]-1,8(2H,5H)-acridinedione. Crystallization from dimethylformamide/water gave a pale yellow crystalline solid of melting point 220-221° C. Reactants: O (H2O), C(=O)(C(F)(F)F)O (TFA), N[C@@H]([C@H](O)C1=C(C=CC(=C1)F)F)C=1C=NC=C(C1)Br ((1R,2R)-2-amino-2-(5-bromopyridin-3-yl)-1-(2,5-difluorophenyl)ethanol), ClC1=CC(=NC=N1)[C@H]([C@H](O)C1=CC(=CC=C1)F)NC(OC(C)(C)C)=O (tert-butyl (1R,2R)-1-(6-chloropyrimidin-4-yl)-2-(3-fluorophenyl)-2-hydroxyethylcarbamate). The solvent is CC#N (CH3CN). Yields the product Cl.Cl.N[C@@H]([C@H](O)C1=CC(=CC=C1)F)C1=NC=CC(=N1)Cl ((1R,2R)-2-Amino-2-(4-chloropyrimidin-2-yl)-1-(3-fluorophenyl)ethanol 2HCl). As a reaction SMILES: [NH2:1][C@H:2]([C:13]1C=NC=C(Br)C=1)[C@@H:3]([C:5]1[CH:10]=[C:9]([F:11])[CH:8]=[CH:7][C:6]=1F)[OH:4].[Cl:20][C:21]1[N:26]=C[N:24]=[C:23]([C@@H](NC(=O)OC(C)(C)C)[C@@H](C2C=CC=C(F)C=2)O)[CH:22]=1.O.C(O)(C(F)(F)F)=O>CC#N>[ClH:20].[ClH:20].[NH2:1][C@H:2]([C:13]1[N:26]=[C:21]([Cl:20])[CH:22]=[CH:23][N:24]=1)[C@@H:3]([C:5]1[CH:6]=[CH:7][CH:8]=[C:9]([F:11])[CH:10]=1)[OH:4] |f:5.6.7|. Reported procedure: Prepared according to the same procedure as (1R,2R)-2-amino-2-(5-bromopyridin-3-yl)-1-(2,5-difluorophenyl)ethanol, starting with tert-butyl (1R,2R)-1-(6-chloropyrimidin-4-yl)-2-(3-fluorophenyl)-2-hydroxyethylcarbamate. Analytical HPLC method: Phenomenex LUNA C18, 50×2 3μ, A=90% H2O/10% CH3CN, B=90% CH3CN/10% H2O, Modifier 0.1% TFA, 0.00 min=0% B, 4.0 min=100% B, 5.0 min=100% B, Flow rate=0.8 mL/min., TR=1.823 min, Mass spec.: 268.1 The reactants are C=O (formaldehyde), N(=O)[O-].[Na+] (sodium nitrite), [OH-].[Na+] (sodium hydroxide), [N+](=O)([O-])CC (nitroethane), [N+](=O)([O-])CC (nitroethane), S(=O)(=O)([O-])OOS(=O)(=O)[O-].[Na+].[Na+] (sodium persulfate). The reagents and catalysts are [Fe-3](C#N)(C#N)(C#N)(C#N)(C#N)C#N.[K+].[K+].[K+] (potassium ferricyanide). Solvent: O (water), O (water), O (water), O (water). Run at time 2 hour. Yields the product [N+](=O)([O-])C(CO)(C)[N+](=O)[O-] (2,2-dinitropropanol). The yield is 65.8%. RXN SMILES: [OH-:1].[Na+].[N+:3]([CH2:6][CH3:7])([O-:5])=[O:4].[CH2:8]=O.[N:10]([O-:12])=[O:11].[Na+].S(OOS([O-])(=O)=O)([O-])(=O)=O.[Na+].[Na+]>O.[Fe-3](C#N)(C#N)(C#N)(C#N)(C#N)C#N.[K+].[K+].[K+]>[N+:3]([C:6]([N+:10]([O-:12])=[O:11])([CH3:8])[CH2:7][OH:1])([O-:5])=[O:4] |f:0.1,4.5,6.7.8,10.11.12.13|. Procedure: To a stirred solution of 2.66 g (66.5 mmoles) of sodium hydroxide in 15 ml of water at 20° was added 5.0 g (66.5 mmoles) of nitroethane. When all the nitroethane dissolved, the solution was cooled to 5°-7° in an ice-water bath and 5.4 g of 37% aqueous formaldehyde (66.5 mmoles) was then added. The cooling bath was removed and the mixture was stirred for 2 hours before the ice-water bath was replaced and 25 ml of ether was added. A solution of 18.3 g of sodium nitrite (0.265 mole) in 30 ml of wat... Reactants: CN(C)C(=O)Cl, CCN(C(C)C)C(C)C, ClCCl, N#Cc1ccc2c(c1)c1c(n2Cc2cccc(F)n2)CC(N)C1. The product is CN(C)C(=O)NC1Cc2c(n(Cc3cccc(F)n3)c3ccc(C#N)cc23)C1. Reaction SMILES: [CH3:33][N:34]([C:35](=[O:36])[Cl:37])[CH3:38].[CH:24]([N:25]([CH:26]([CH3:27])[CH3:28])[CH2:29][CH3:30])([CH3:31])[CH3:32].[Cl:39][CH2:40][Cl:41].[NH2:1][CH:2]1[CH2:3][c:4]2[c:5]([n:6]([CH2:15][c:16]3[n:17][c:18]([F:22])[cH:19][cH:20][cH:21]3)[c:7]3[cH:8][cH:9][c:10]([C:13]#[N:14])[cH:11][c:12]23)[CH2:23]1>>[NH:1]([CH:2]1[CH2:3][c:4]2[c:5]([n:6]([CH2:15][c:16]3[n:17][c:18]([F:22])[cH:19][cH:20][cH:21]3)[c:7]3[cH:8][cH:9][c:10]([C:13]#[N:14])[cH:11][c:12]23)[CH2:23]1)[C:35]([N:34]([CH3:33])[CH3:38])=[O:36].